Dataset: the Open Reaction Database (ORD), a public repository of structured organic reaction records. Task: describe an organic reaction: reactants, conditions, products, and yield Reactants: COCCO (2-methoxyethanol), CC([O-])C.[Yb+3].CC([O-])C.CC([O-])C (ytterbium isopropoxide). Yields the product CC([O-])C.[Yb+3].CC([O-])C.CC([O-])C (Ytterbium isopropoxide), solution, COC([O-])C.[Yb+3].COC([O-])C.COC([O-])C (ytterbium methoxyethoxide). Reaction SMILES: [CH3:1][CH:2]([CH3:4])[O-:3].[Yb+3:5].[CH3:6][CH:7]([CH3:9])[O-:8].[CH3:10][CH:11]([CH3:13])[O-:12].[CH3:14][O:15][CH2:16][CH2:17]O>>[CH3:1][CH:2]([CH3:4])[O-:3].[Yb+3:5].[CH3:6][CH:7]([CH3:9])[O-:8].[CH3:10][CH:11]([CH3:13])[O-:12].[CH3:14][O:15][CH:16]([CH3:17])[O-:3].[Yb+3:5].[CH3:14][O:15][CH:16]([CH3:17])[O-:3].[CH3:14][O:15][CH:16]([CH3:17])[O-:3] |f:0.1.2.3,5.6.7.8,9.10.11.12|. Procedure: Ytterbium isopropoxide was synthesized using the method of Brown et al. A flask containing 4.85 g (15 mmole) of ytterbium isopropoxide was reacted with 50 ml of 2-methoxyethanol under an inert atmosphere. After refluxing for approximately 1 hour, two-thirds of the solution (isopropanol and 2-methoxyethanol) was removed by distillation. The flask was allowed to cool, and 20 ml of 2-methoxyethanol was added. The flask was refluxed for 1 hour, and ⅔ of the solution was then removed by distillation.... Run in C1(=CC=CC=C1)C (toluene). Yields the product BrC1=CC(=C(C=C1)NC=1SC2=C(N1)C=CC=C2)F (N2-(4-bromo-2-fluorophenyl)-1,3-benzothiazol-2-amine). The yield is 99.9%. Reactants: BrC1=CC(=C(N)C=C1)F (4-bromo-2-fluoroaniline), ClC=1SC2=C(N1)C=CC=C2 (2-chlorobenzothiazole). Reaction conditions: temperature 130 celsius. RXN SMILES: [Br:1][C:2]1[CH:8]=[CH:7][C:5]([NH2:6])=[C:4]([F:9])[CH:3]=1.Cl[C:11]1[S:12][C:13]2[CH:19]=[CH:18][CH:17]=[CH:16][C:14]=2[N:15]=1>C1(C)C=CC=CC=1>[Br:1][C:2]1[CH:8]=[CH:7][C:5]([NH:6][C:11]2[S:12][C:13]3[CH:19]=[CH:18][CH:17]=[CH:16][C:14]=3[N:15]=2)=[C:4]([F:9])[CH:3]=1. Procedure details: To a solution of 4-bromo-2-fluoroaniline (1.00 g, 5.26 mmol) in toluene (25 mL) was added 2-chlorobenzothiazole (0.75 mL, 5.79 mmol). The purple solution was heated at 110-150° C. in a resealable tube for 66 h and then cooled to room temperature. The resulting brown solution was concentrated to give a purple solid which was triturated with heptane to afford N2-(4-bromo-2-fluorophenyl)-1,3-benzothiazol-2-amine (1.699 g, 99%) as a light purple powder. RP-HPLC (25 to 100% CH3CN in 0.1 N aqueous amm... Yield: 90.0%. Procedure: Following general procedure II, 1-(6-chloro-4-{4-[(dimethylamino)methyl]cyclohexyl-amino}-1,5-naphthyridin-3-yl)ethanone (65 mg, 0.18 mmol) was reacted with 2,6-difluoro-4-(4,4,5,5-tetramethyl-1,3,2-dioxaborolan-2-yl)phenol (69 mg, 0.27 mmol) followed by formation of the dihydrochloride salt to afford the desired product (87 mg, 90%) as an off-white solid: 1H NMR (500 MHz, CD3OD) δ 9.13 (s, 1H), 8.44 (d, J=9.0 Hz, 1H), 8.35 (d, J=9.0 Hz, 1H), 7.78 (dd, J=7.8, 1.7 Hz, 2H), 5.66-5.62 (m, 1H), 3.09... The reactants are ClC=1N=C2C(=C(C=NC2=CC1)C(C)=O)NC1CCC(CC1)CN(C)C (1-(6-chloro-4-{4-[(dimethylamino)methyl]cyclohexyl-amino}-1,5-naphthyridin-3-yl)ethanone), FC1=C(C(=CC(=C1)B1OC(C(O1)(C)C)(C)C)F)O (2,6-difluoro-4-(4,4,5,5-tetramethyl-1,3,2-dioxaborolan-2-yl)phenol), C1(=C(C(=C(C(=C1F)F)F)N)F)N.Cl.Cl (dihydrochloride). Reaction SMILES: [Cl:1][C:2]1[N:3]=[C:4]2[C:9](=[CH:10][CH:11]=1)[N:8]=[CH:7][C:6]([C:12](=[O:14])[CH3:13])=[C:5]2[NH:15][CH:16]1[CH2:21][CH2:20][CH:19]([CH2:22][N:23]([CH3:25])[CH3:24])[CH2:18][CH2:17]1.[F:26][C:27]1[CH:32]=[C:31](B2OC(C)(C)C(C)(C)O2)[CH:30]=[C:29]([F:42])[C:28]=1[OH:43].C1(N)C(F)=C(F)C(F)=C(N)C=1F.[ClH:56].Cl>>[ClH:1].[ClH:56].[F:26][C:27]1[CH:32]=[C:31]([C:2]2[N:3]=[C:4]3[C:9](=[CH:10][CH:11]=2)[N:8]=[CH:7][C:6]([C:12](=[O:14])[CH3:13])=[C:5]3[NH:15][C@H:16]2[CH2:21][CH2:20][C@H:19]([CH2:22][N:23]([CH3:25])[CH3:24])[CH2:18][CH2:17]2)[CH:30]=[C:29]([F:42])[C:28]=1[OH:43] |f:2.3.4,5.6.7|. Yields the product Cl.Cl.FC=1C=C(C=C(C1O)F)C=1N=C2C(=C(C=NC2=CC1)C(C)=O)N[C@@H]1CC[C@H](CC1)CN(C)C (1-[6-(3,5-Difluoro-4-hydroxyphenyl)-4-{trans-4-[(dimethylamino)methyl]cyclohexylamino}-1,5-naphthyridin-3-yl]ethanone dihydrochloride). Reactants: [C@@H]1(C[C@H](O)[C@@H](CO)O1)N1C(=O)NC(=O)C(C)=C1 (thymidine), NC1=NC(=C2N=CNC2=N1)OCC1CC1 (2-Amino-6-(cyclopropylmethoxy)-9H-purine), Purine nucleoside, F[C@H]1C[C@@H](O[C@@H]1CO)N1C(=O)NC(=O)C=C1 (2',3'-dideoxy-3'-fluorouridine), [N-]=[N+]=[N-].[K+] (potassium azide). Solvent: CO (MeOH), P(=O)([O-])([O-])[O-].[K+].[K+].[K+] (potassium phosphate). Reaction conditions: temperature 45 celsius, time 4 day. The product is NC1=NC(=C2N=CN(C2=N1)[C@H]1C[C@@H]([C@H](O1)CO)F)OCC1CC1 (2-amino-6-(cyclopropylmethoxy)-9-(2,3-dideoxy-3-fluoro-β-D-erythro-pentofuranosyl)-9H-purine). Isolated yield 58.2%. As a reaction SMILES: [NH2:1][C:2]1[N:10]=[C:9]2[C:5]([N:6]=[CH:7][NH:8]2)=[C:4]([O:11][CH2:12][CH:13]2[CH2:15][CH2:14]2)[N:3]=1.[F:16][C@@H:17]1[C@@H:21]([CH2:22][OH:23])[O:20][C@@H:19](N2C=CC(=O)NC2=O)[CH2:18]1.[N-]=[N+]=[N-].[K+].[C@@H]1(N2C=C(C)C(=O)NC2=O)O[C@H](CO)[C@@H](O)C1>P([O-])([O-])([O-])=O.[K+].[K+].[K+].CO>[NH2:1][C:2]1[N:10]=[C:9]2[C:5]([N:6]=[CH:7][N:8]2[C@@H:19]2[O:20][C@H:21]([CH2:22][OH:23])[C@@H:17]([F:16])[CH2:18]2)=[C:4]([O:11][CH2:12][CH:13]2[CH2:14][CH2:15]2)[N:3]=1 |f:2.3,5.6.7.8|. Reported procedure: 2-Amino-6-(cyclopropylmethoxy)-9H-purine (0.53 g, 2.6 mmoles) and 2',3'-dideoxy-3'-fluorouridine (0.50 g, 2.2 mmoles) were suspended in 50 ml 10 mM potassium phosphate buffer, pH 7.0, containing 0.04% potassium azide. Purine nucleoside phosphorylase (1120 I.U.) and thymidine phosphorylase (10,000 I.U.) (Krenitsky, et al., Biochemistry, 20, 3615, 1981 and U.S. Pat. No. 4,381,344) immobilized on DEAE cellulose was added to the reaction and the suspension was stirred at 45° C. After 4 days, 182 ml ... The reactants are CON(C)C(=O)C1CCCCN1C(=O)OC(C)(C)C, [Li]CCCC, C[Si](C)(C)CCOCn1ccc2ccccc21, COCCOC, [Cl-], [NH4+]. Yields the product CC(C)(C)OC(=O)N1CCCCC1C(=O)c1cc2ccccc2n1COCC[Si](C)(C)C. As a reaction SMILES: [C:23]([CH3:24])([CH3:25])([CH3:26])[O:27][C:28](=[O:29])[N:30]1[CH:31]([C:36]([N:37]([O:38][CH3:39])[CH3:40])=[O:41])[CH2:32][CH2:33][CH2:34][CH2:35]1.[CH2:18]([Li:19])[CH2:20][CH2:21][CH3:22].[CH3:1][Si:2]([CH2:3][CH2:4][O:5][CH2:6][n:7]1[cH:8][cH:9][c:10]2[cH:11][cH:12][cH:13][cH:14][c:15]12)([CH3:16])[CH3:17].[CH3:44][O:45][CH2:46][CH2:47][O:48][CH3:49].[Cl-:42].[NH4+:43]>>[CH3:1][Si:2]([CH2:3][CH2:4][O:5][CH2:6][n:7]1[c:8]([C:36]([CH:31]2[N:30]([C:28]([O:27][C:23]([CH3:24])([CH3:25])[CH3:26])=[O:29])[CH2:35][CH2:34][CH2:33][CH2:32]2)=[O:41])[cH:9][c:10]2[cH:11][cH:12][cH:13][cH:14][c:15]12)([CH3:16])[CH3:17]. Reactants: C1(=CC=CC=C1)C(=CCN1CCN(CC1)C1=CC=C(C=C1)C(N)=N)C1=CC=CC=C1 (4-(4-(3,3-diphenyl-2-propenyl)-1-piperazinyl)benzenecarboximidamide), C(C)(C)N(CC)C(C)C (diisopropylethylamine), ClC1=C(C=C(C=C1)S(=O)(=O)Cl)[N+](=O)[O-] (4-chloro-3-nitrobenzenesulfonyl chloride). The solvent is ClCCl (dichloromethane). Conditions: time 24 hour. Product: ClC1=C(C=C(C=C1)S(=O)(=O)NC(=N)C1=CC=C(C=C1)N1CCN(CC1)CC=C(C1=CC=CC=C1)C1=CC=CC=C1)[N+](=O)[O-] (N-((4-chloro-3-nitrophenyl)sulfonyl)-4-(4-(3,3-diphenyl-2-propenyl)-1-piperazinyl)benzenecarboximidamide). Isolated yield 59.7%. As a reaction SMILES: [C:1]1([C:7]([C:25]2[CH:30]=[CH:29][CH:28]=[CH:27][CH:26]=2)=[CH:8][CH2:9][N:10]2[CH2:15][CH2:14][N:13]([C:16]3[CH:21]=[CH:20][C:19]([C:22](=[NH:24])[NH2:23])=[CH:18][CH:17]=3)[CH2:12][CH2:11]2)[CH:6]=[CH:5][CH:4]=[CH:3][CH:2]=1.C(N(C(C)C)CC)(C)C.[Cl:40][C:41]1[CH:46]=[CH:45][C:44]([S:47](Cl)(=[O:49])=[O:48])=[CH:43][C:42]=1[N+:51]([O-:53])=[O:52]>ClCCl>[Cl:40][C:41]1[CH:46]=[CH:45][C:44]([S:47]([NH:24][C:22]([C:19]2[CH:20]=[CH:21][C:16]([N:13]3[CH2:14][CH2:15][N:10]([CH2:9][CH:8]=[C:7]([C:1]4[CH:2]=[CH:3][CH:4]=[CH:5][CH:6]=4)[C:25]4[CH:30]=[CH:29][CH:28]=[CH:27][CH:26]=4)[CH2:11][CH2:12]3)=[CH:17][CH:18]=2)=[NH:23])(=[O:49])=[O:48])=[CH:43][C:42]=1[N+:51]([O-:53])=[O:52]. Procedure: A suspension of EXAMPLE 12B (0.421 g, 0.897 mmol) and diisopropylethylamine (0.50 mL) in dichloromethane (5 mL) was treated with 4-chloro-3-nitrobenzenesulfonyl chloride (0.252 g, 0.99 mmol), stirred at room temperature for 24 hours and concentrated. The resulting residue was purified by silica gel chromatography eluting with a gradient from 0%-10% methanol/dichloromethane to give the desired product (0.33 g, 60%). MS (ESI) m/e 614 (M−H)−.